This data is from the Open Reaction Database (ORD), a public repository of structured organic reaction records. The task is: describe an organic reaction: reactants, conditions, products, and yield Starting materials: BrC=1C=C2C=3N(C(C(NC3C1)=O)=O)C(CC2)CC(=O)O (9-bromo-5-carboxymethyl-6,7-dihydro-1H, 5H-pyrido[1,2,3-de]quinoxaline-2,3-dione), C(C)(C)(C)OC(=O)NCC1=CC=C(N)C=C1 (p-tert-butoxycarbonylaminomethylaniline). Yields the product BrC=1C=C2C=3N(C(C(NC3C1)=O)=O)C(CC2)CC(NC2=CC=C(C=C2)CNC(=O)OC(C)(C)C)=O (9-Bromo-5-[(p-tert-butoxycarbonylaminomethylphenyl)carbamoylmethyl]-6,7-dihydro-1H, 5H-pyrido[1,2,3-de]quinoxaline-2,3-dione). Isolated yield 96.2%. As a reaction SMILES: [Br:1][C:2]1[CH:3]=[C:4]2[CH2:16][CH2:15][CH:14]([CH2:17][C:18](O)=[O:19])[N:6]3[C:7](=[O:13])[C:8](=[O:12])[NH:9][C:10]([CH:11]=1)=[C:5]23.[C:21]([O:25][C:26]([NH:28][CH2:29][C:30]1[CH:36]=[CH:35][C:33]([NH2:34])=[CH:32][CH:31]=1)=[O:27])([CH3:24])([CH3:23])[CH3:22]>>[Br:1][C:2]1[CH:3]=[C:4]2[CH2:16][CH2:15][CH:14]([CH2:17][C:18](=[O:19])[NH:34][C:33]3[CH:35]=[CH:36][C:30]([CH2:29][NH:28][C:26]([O:25][C:21]([CH3:24])([CH3:22])[CH3:23])=[O:27])=[CH:31][CH:32]=3)[N:6]3[C:7](=[O:13])[C:8](=[O:12])[NH:9][C:10]([CH:11]=1)=[C:5]23. Procedure: A procedure similar to that described in Example 5 was carried out with 9-bromo-5-carboxymethyl-6,7-dihydro-1H, 5H-pyrido[1,2,3-de]quinoxaline-2,3-dione (150 mg, 0.44 mmol) and p-tert-butoxycarbonylaminomethylaniline (130 mg, 0.5 mmol) to give 230 mg of the title compound (80%): mp 156°~157° C.; 1H NMR (270 MHz, DMSO-d6) δ12.06 (s, 1H), 9.98 (s, 1H), 7.48 (d, 2H, J=8.6 Hz), 7.34 (t, 1H, J=5,7 Hz), 7.24 (bs, 1H), 7.17 (bs, 1H), 7.15 (d, 2H, J=8.6 Hz), 5.16~5.26 (m, 1H), 4.06 (d, 2H, J=5.7 Hz), 3....